describe an organic reaction: reactants, conditions, products, and yield From a dataset of the Open Reaction Database (ORD), a public repository of structured organic reaction records. The reactants are C(=O)(O)C1=CC=C(C=C1)B(O)O (4-carboxyphenylboronic acid), BrC1=NC=C(C=C1)OC(F)F (2-bromo-5-(difluoromethoxy)pyridine). The product is FC(OC=1C=CC(=NC1)C1=CC=C(C=C1)C(=O)O)F (4-[5-(Difluoromethoxy)-2-pyridyl]benzenecarboxylic acid). As a reaction SMILES: [C:1]([C:4]1[CH:9]=[CH:8][C:7](B(O)O)=[CH:6][CH:5]=1)([OH:3])=[O:2].Br[C:14]1[CH:19]=[CH:18][C:17]([O:20][CH:21]([F:23])[F:22])=[CH:16][N:15]=1>>[F:22][CH:21]([F:23])[O:20][C:17]1[CH:18]=[CH:19][C:14]([C:7]2[CH:8]=[CH:9][C:4]([C:1]([OH:3])=[O:2])=[CH:5][CH:6]=2)=[N:15][CH:16]=1. Reported procedure: Operations similar to those of Production Example 14 were conducted using 4-carboxyphenylboronic acid and 2-bromo-5-(difluoromethoxy)pyridine, to provide the title compound as white solid. As a reaction SMILES: [CH2:35]1[O:36][CH2:37][CH2:38][CH2:39]1.[CH3:27][C:28]([CH3:29])([O-:30])[CH3:31].[CH:1]1([CH2:4][O:5][c:6]2[cH:7][c:8]([CH:9]=[O:10])[cH:11][cH:12][c:13]2[O:14][CH:15]([F:16])[F:17])[CH2:2][CH2:3]1.[Cl-:33].[Cl:18][c:19]1[cH:20][n:21][cH:22][c:23]([Cl:26])[c:24]1[CH3:25].[K+:32].[NH4+:34]>>[CH:1]1([CH2:4][O:5][c:6]2[cH:7][c:8]([CH:9]([OH:10])[CH2:25][c:24]3[c:19]([Cl:18])[cH:20][n:21][cH:22][c:23]3[Cl:26])[cH:11][cH:12][c:13]2[O:14][CH:15]([F:16])[F:17])[CH2:2][CH2:3]1. Product: OC(Cc1c(Cl)cncc1Cl)c1ccc(OC(F)F)c(OCC2CC2)c1. Starting materials: C1CCOC1, CC(C)(C)[O-], O=Cc1ccc(OC(F)F)c(OCC2CC2)c1, [Cl-], Cc1c(Cl)cncc1Cl, [K+], [NH4+]. Starting materials: CN1CCC(Br)CC1, CCOC(C)=O, [K+], [K+], O=C([O-])[O-], CN(C)C=O, O, CCOC(=O)c1cc(O)nc2c1cnn2C(C)C. Product: CCOC(=O)c1cc(OC2CCN(C)CC2)nc2c1cnn2C(C)C. As a reaction SMILES: [Br:25][CH:26]1[CH2:27][CH2:28][N:29]([CH3:32])[CH2:30][CH2:31]1.[CH3:39][CH2:40][O:41][C:42](=[O:43])[CH3:44].[K+:19].[K+:20].[O-:21][C:22]([O-:23])=[O:24].[O:34]=[CH:35][N:36]([CH3:37])[CH3:38].[OH2:33].[OH:1][c:2]1[cH:3][c:4]([C:14](=[O:15])[O:16][CH2:17][CH3:18])[c:5]2[c:6]([n:7]1)[n:8]([CH:11]([CH3:12])[CH3:13])[n:9][cH:10]2>>[O:1]([c:2]1[cH:3][c:4]([C:14](=[O:15])[O:16][CH2:17][CH3:18])[c:5]2[c:6]([n:7]1)[n:8]([CH:11]([CH3:12])[CH3:13])[n:9][cH:10]2)[CH:26]1[CH2:27][CH2:28][N:29]([CH3:32])[CH2:30][CH2:31]1. The reactants are O=C([O-])[O-], CCOC(Cc1ccc(O)cc1C)C(=O)OC, Cc1cc(-c2nc(CCl)c(C)o2)ccc1F, [Cs+], [Cs+], [I-], [K+]. Yields the product CCOC(Cc1ccc(OCc2nc(-c3ccc(F)c(C)c3)oc2C)cc1C)C(=O)OC. RXN SMILES: [C:34](=[O:35])([O-:36])[O-:37].[CH3:1][O:2][C:3]([CH:4]([CH2:5][c:6]1[c:7]([CH3:13])[cH:8][c:9]([OH:12])[cH:10][cH:11]1)[O:14][CH2:15][CH3:16])=[O:17].[Cl:18][CH2:19][c:20]1[n:21][c:22](-[c:26]2[cH:27][c:28]([CH3:33])[c:29]([F:32])[cH:30][cH:31]2)[o:23][c:24]1[CH3:25].[Cs+:38].[Cs+:39].[I-:41].[K+:40]>>[CH3:1][O:2][C:3]([CH:4]([CH2:5][c:6]1[c:7]([CH3:13])[cH:8][c:9]([O:12][CH2:19][c:20]2[n:21][c:22](-[c:26]3[cH:27][c:28]([CH3:33])[c:29]([F:32])[cH:30][cH:31]3)[o:23][c:24]2[CH3:25])[cH:10][cH:11]1)[O:14][CH2:15][CH3:16])=[O:17]. Starting materials: ClC1=CC(=NC2=C(C=CC=C12)SC)C (4-chloro-2-methyl-8-methylsulfanylquinoline), ClC1=CC=C(CN)C=C1 (4-chlorobenzylamine). The product is ClC1=CC=C(CNC2=CC(=NC3=C(C=CC=C23)SC)C)C=C1 ((4-Chlorobenzyl)-(2-methyl-8-methylsulfanylquinolin-4-yl)-amine). Reaction SMILES: Cl[C:2]1[C:11]2[C:6](=[C:7]([S:12][CH3:13])[CH:8]=[CH:9][CH:10]=2)[N:5]=[C:4]([CH3:14])[CH:3]=1.[Cl:15][C:16]1[CH:23]=[CH:22][C:19]([CH2:20][NH2:21])=[CH:18][CH:17]=1>>[Cl:15][C:16]1[CH:23]=[CH:22][C:19]([CH2:20][NH:21][C:2]2[C:11]3[C:6](=[C:7]([S:12][CH3:13])[CH:8]=[CH:9][CH:10]=3)[N:5]=[C:4]([CH3:14])[CH:3]=2)=[CH:18][CH:17]=1. Procedure details: Preparation was made using a similar procedure as described in example 1, method 1.3. Starting materials were 4-chloro-2-methyl-8-methylsulfanylquinoline and 4-chlorobenzylamine. The reactants are CCOC(=O)c1coc(C(CCCC2CCCCC2)CC(=O)NOCc2ccccc2)n1, CC(C)C[AlH]CC(C)C, Cc1ccccc1, CCOC(C)=O, CO, [Mg+2], [Na+], O=C([O-])O, O=S(=O)([O-])[O-]. Product: O=Cc1coc(C(CCCC2CCCCC2)CC(=O)NOCc2ccccc2)n1. As a reaction SMILES: [CH2:1]([c:2]1[cH:3][cH:4][cH:5][cH:6][cH:7]1)[O:8][NH:9][C:10]([CH2:11][CH:12]([CH2:13][CH2:14][CH2:15][CH:16]1[CH2:17][CH2:18][CH2:19][CH2:20][CH2:21]1)[c:22]1[o:23][cH:24][c:25]([C:27](=[O:28])[O:29][CH2:30][CH3:31])[n:26]1)=[O:32].[CH3:33][CH:34]([CH2:35][AlH:36][CH2:37][CH:38]([CH3:39])[CH3:40])[CH3:41].[CH3:53][c:54]1[cH:55][cH:56][cH:57][cH:58][cH:59]1.[CH3:60][CH2:61][O:62][C:63]([CH3:64])=[O:65].[CH3:66][OH:67].[Mg+2:47].[Na+:46].[O-:42][C:43]([OH:44])=[O:45].[O-:48][S:49]([O-:50])(=[O:51])=[O:52]>>[CH2:1]([c:2]1[cH:3][cH:4][cH:5][cH:6][cH:7]1)[O:8][NH:9][C:10]([CH2:11][CH:12]([CH2:13][CH2:14][CH2:15][CH:16]1[CH2:17][CH2:18][CH2:19][CH2:20][CH2:21]1)[c:22]1[o:23][cH:24][c:25]([CH:27]=[O:28])[n:26]1)=[O:32].